This data is from the Open Reaction Database (ORD), a public repository of structured organic reaction records. The task is: describe an organic reaction: reactants, conditions, products, and yield The reactants are BrC1=CC(=C(C=C1)N(CC)CC)C(C)(C)C ((4-bromo-2-tert-butylphenyl)-diethylamine), CN(C)C=O (DMF), solution, [Li]CCCC (nBuLi), [Cl-].[NH4+] (ammonium chloride). The solvent is C1CCOC1 (THF). Conditions: temperature -78 celsius, time 45 minute. The product is C(C)(C)(C)C=1C=C(C=O)C=CC1N(CC)CC (3-tert-butyl-4-diethylaminobenzaldehyde), oil. Isolated yield 100.0%. Reaction SMILES: Br[C:2]1[CH:7]=[CH:6][C:5]([N:8]([CH2:11][CH3:12])[CH2:9][CH3:10])=[C:4]([C:13]([CH3:16])([CH3:15])[CH3:14])[CH:3]=1.[Li]CCCC.CN([CH:25]=[O:26])C.[Cl-].[NH4+]>C1COCC1>[C:13]([C:4]1[CH:3]=[C:2]([CH:7]=[CH:6][C:5]=1[N:8]([CH2:11][CH3:12])[CH2:9][CH3:10])[CH:25]=[O:26])([CH3:16])([CH3:15])[CH3:14] |f:3.4|. Reported procedure: 3.6 g (13 mmol) of (4-bromo-2-tert-butylphenyl)-diethylamine are diluted in 100 ml of THF, under a stream of nitrogen. The medium is cooled to −78° C. and then 7.8 ml (20 mmol) of a 2.5M solution of nBuLi are added. After stirring for 45 minutes, 1.5 ml (20 mmol) of DMF are added and the solution is brought back to ambient temperature. After 15 minutes, the mixture is poured into a saturated solution of ammonium chloride and then extracted twice with ethyl acetate. The organic phase is dried ove... Reaction SMILES: [ClH:10].[F:1][c:2]1[cH:3][cH:4][c:5]([CH:6]=[O:7])[cH:8][cH:9]1.[NH2:11][OH:12].[Na+:14].[OH-:13].[OH2:15]>>[F:1][c:2]1[cH:3][cH:4][c:5]([CH:6]=[N:11][OH:12])[cH:8][cH:9]1. Product: ON=Cc1ccc(F)cc1. The reactants are Cl, O=Cc1ccc(F)cc1, NO, [Na+], [OH-], O. The reactants are BrCc1ccccc1, O=C([O-])[O-], C=CCc1cc(OC)c2c(c1O)C1CCC2C1, CCCC[N+](CCCC)(CCCC)CCCC, [I-], [K+], [K+]. Yields the product C=CCc1cc(OC)c2c(c1OCc1ccccc1)C1CCC2C1. Reaction SMILES: [Br:24][CH2:25][c:26]1[cH:27][cH:28][cH:29][cH:30][cH:31]1.[C:18](=[O:19])([O-:20])[O-:21].[CH2:1]([CH:2]=[CH2:3])[c:4]1[c:5]([OH:17])[c:6]2[c:11]([c:12]([O:14][CH3:15])[cH:13]1)[CH:10]1[CH2:9][CH2:8][CH:7]2[CH2:16]1.[CH2:33]([N+:34]([CH2:35][CH2:36][CH2:37][CH3:38])([CH2:39][CH2:40][CH2:41][CH3:42])[CH2:43][CH2:44][CH2:45][CH3:46])[CH2:47][CH2:48][CH3:49].[I-:32].[K+:22].[K+:23]>>[CH2:1]([CH:2]=[CH2:3])[c:4]1[c:5]([O:17][CH2:25][c:26]2[cH:27][cH:28][cH:29][cH:30][cH:31]2)[c:6]2[c:11]([c:12]([O:14][CH3:15])[cH:13]1)[CH:10]1[CH2:9][CH2:8][CH:7]2[CH2:16]1. The product is ClC1=CC=C(CN2C3=C(C=CC=C3C=3CCCC(C23)CC(=O)OC)F)C=C1 ((+) 9-p-Chlorobenzyl-8-fluoro-1,2,3,4-tetrahydrocarbazol-1-yl-acetic acid, methyl ester). As a reaction SMILES: [Cl:1][C:2]1[CH:28]=[CH:27][C:5]([CH2:6][N:7]2[C:19]3[CH:18]([CH2:20][C:21]([O:23][CH2:24]C)=[O:22])[CH2:17][CH2:16][CH2:15][C:14]=3[C:13]3[C:8]2=[C:9]([F:26])[CH:10]=[CH:11][CH:12]=3)=[CH:4][CH:3]=1.C[C@H](NC)[C@H](O)C1C=CC=CC=1>>[Cl:1][C:2]1[CH:3]=[CH:4][C:5]([CH2:6][N:7]2[C:19]3[CH:18]([CH2:20][C:21]([O:23][CH3:24])=[O:22])[CH2:17][CH2:16][CH2:15][C:14]=3[C:13]3[C:8]2=[C:9]([F:26])[CH:10]=[CH:11][CH:12]=3)=[CH:27][CH:28]=1. Reported procedure: Following the method of Example 18, but using the ethyl ester from Example 15 in Step I and using 1(-)ephedrine in Step II, there is obtained the title compound. Reactants: ClC1=CC=C(CN2C3=C(C=CC=C3C=3CCCC(C23)CC(=O)OCC)F)C=C1 (Ethyl 9-p-chlorobenzyl-8-fluoro-1,2,3,4-tetrahydrocarbazol-1-yl-acetate), C[C@@H]([C@@H](C1=CC=CC=C1)O)NC (1(-)ephedrine). The reactants are O=C([O-])[O-], CCS(=O)(=O)Cl, COC(=O)c1cccc(NCc2cccnc2)c1, CC(Cl)Cl, [K+], [K+], c1ccncc1. Product: CCS(=O)(=O)N(Cc1cccnc1)c1cccc(C(=O)OC)c1. As a reaction SMILES: [C:25](=[O:26])([O-:27])[O-:28].[CH2:19]([CH3:20])[S:21](=[O:22])(=[O:23])[Cl:24].[CH3:1][O:2][C:3](=[O:4])[c:5]1[cH:6][c:7]([NH:11][CH2:12][c:13]2[cH:14][n:15][cH:16][cH:17][cH:18]2)[cH:8][cH:9][cH:10]1.[Cl:31][CH:32]([Cl:33])[CH3:34].[K+:29].[K+:30].[cH:35]1[cH:36][cH:37][n:38][cH:39][cH:40]1>>[CH3:1][O:2][C:3](=[O:4])[c:5]1[cH:6][c:7]([N:11]([CH2:12][c:13]2[cH:14][n:15][cH:16][cH:17][cH:18]2)[S:21]([CH2:19][CH3:20])(=[O:22])=[O:23])[cH:8][cH:9][cH:10]1. Reactants: OCc1ccc2cc(OCc3ccccc3)ccc2c1, C1CCOC1. The product is O=Cc1ccc2cc(OCc3ccccc3)ccc2c1. As a reaction SMILES: [CH2:1]([c:2]1[cH:3][cH:4][cH:5][cH:6][cH:7]1)[O:8][c:9]1[cH:10][c:11]2[cH:12][cH:13][c:14]([CH2:19][OH:20])[cH:15][c:16]2[cH:17][cH:18]1.[O:21]1[CH2:22][CH2:23][CH2:24][CH2:25]1>>[CH2:1]([c:2]1[cH:3][cH:4][cH:5][cH:6][cH:7]1)[O:8][c:9]1[cH:10][c:11]2[cH:12][cH:13][c:14]([CH:19]=[O:20])[cH:15][c:16]2[cH:17][cH:18]1. Starting materials: [OH-].[Na+] (sodium hydroxide), ON1N=NC2=C1C=CC=C2 (1-hydroxybenzotriazole), N1CC(CC1)C1=CNC2=CC=CC=C12 (3-pyrrolidine-3-yl-1H-indole), CN1CCOCC1 (N-methylmorpholine), CN(C1(CCC(CC1)=CC(=O)O)C1=CC=C(C=C1)F)C ([4-dimethylamino-4-(4-fluorophenyl)-cyclohexylidene)-acetic acid), C1(CCCCC1)N=C=NC1CCCCC1 (dicyclohexylcarbodiimide), C(=O)(NC1CCCCC1)NC1CCCCC1 (dicyclohexylurea). The solvent is O (water), CN(C=O)C (dimethylformamide). Conditions: time 5 day. The product is CN(C1(CCC(CC1)=CC(=O)N1CC(CC1)C1=CNC2=CC=CC=C12)C1=CC=C(C=C1)F)C (2-(4-dimethylamino-4-(4-fluorophenyl)cyclohexylidene)-1-[3-(1H-indol-3-yl)pyrrolidine-1-yl]-ethanone). The yield is 52.0%. Reaction SMILES: ON1C2C=CC=CC=2N=N1.[NH:11]1[CH2:15][CH2:14][CH:13]([C:16]2[C:24]3[C:19](=[CH:20][CH:21]=[CH:22][CH:23]=3)[NH:18][CH:17]=2)[CH2:12]1.CN1CCOCC1.[CH3:32][N:33]([CH3:51])[C:34]1([C:44]2[CH:49]=[CH:48][C:47]([F:50])=[CH:46][CH:45]=2)[CH2:39][CH2:38][C:37](=[CH:40][C:41](O)=[O:42])[CH2:36][CH2:35]1.C1(N=C=NC2CCCCC2)CCCCC1.C(NC1CCCCC1)(NC1CCCCC1)=O.[OH-].[Na+]>CN(C)C=O.O>[CH3:51][N:33]([CH3:32])[C:34]1([C:44]2[CH:45]=[CH:46][C:47]([F:50])=[CH:48][CH:49]=2)[CH2:39][CH2:38][C:37](=[CH:40][C:41]([N:11]2[CH2:15][CH2:14][CH:13]([C:16]3[C:24]4[C:19](=[CH:20][CH:21]=[CH:22][CH:23]=4)[NH:18][CH:17]=3)[CH2:12]2)=[O:42])[CH2:36][CH2:35]1 |f:6.7|. Procedure: 1-hydroxybenzotriazole (1.08 mg, 8 mmole), 3-pyrrolidine-3-yl-1H-indole (744 mg, 4 mmole) and N-methylmorpholine (0.888 ml, 8 mmole) were added in succession under argon to a solution of [4-dimethylamino-4-(4-fluorophenyl)-cyclohexylidene)-acetic acid (1.055 g, 4 mmole) in dry dimethylformamide (40 ml). The clear solution was cooled in an ice bath and dicyclohexylcarbodiimide (1.65 g, 8 mmole) was added. The reaction mixture was stirred for 5 days at room temperature, the dicyclohexylurea precip... Reactants: CO, COCN(c1cc(Cl)cnc1C(=O)c1cccc2[nH]c(=O)n(C)c12)S(=O)(=O)c1ccc(C)c(C(F)(F)F)c1, Cl, C1COCCO1, O. The product is Cc1ccc(S(=O)(=O)Nc2cc(Cl)cnc2C(=O)c2cccc3[nH]c(=O)n(C)c23)cc1C(F)(F)F. Reaction SMILES: [CH3:40][OH:41].[Cl:1][c:2]1[cH:3][c:4]([N:21]([S:22](=[O:23])(=[O:24])[c:25]2[cH:26][c:27]([C:32]([F:33])([F:34])[F:35])[c:28]([CH3:31])[cH:29][cH:30]2)[CH2:36][O:37][CH3:38])[c:5]([C:8](=[O:9])[c:10]2[cH:11][cH:12][cH:13][c:14]3[nH:15][c:16](=[O:20])[n:17]([CH3:19])[c:18]23)[n:6][cH:7]1.[ClH:42].[O:43]1[CH2:44][CH2:45][O:46][CH2:47][CH2:48]1.[OH2:39]>>[Cl:1][c:2]1[cH:3][c:4]([NH:21][S:22](=[O:23])(=[O:24])[c:25]2[cH:26][c:27]([C:32]([F:33])([F:34])[F:35])[c:28]([CH3:31])[cH:29][cH:30]2)[c:5]([C:8](=[O:9])[c:10]2[cH:11][cH:12][cH:13][c:14]3[nH:15][c:16](=[O:20])[n:17]([CH3:19])[c:18]23)[n:6][cH:7]1. Reactants: C(C)OC(CNC(=O)C1=NC=C(C(=N1)O)C(NCC1=CC=CC2=CC=CC=C12)=O)=O (Ethyl-2-(4-hydroxy-5-(naphthalen-1-ylmethylcarbamoyl)pyrimidine-2-carboxamido)acetate). Run in [OH-].[K+] (KOH). Conditions: temperature 50 celsius, time 30 minute. Product: OC1=NC(=NC=C1C(NCC1=CC=CC2=CC=CC=C12)=O)C(=O)NCC(=O)O (2-(4-hydroxy-5-(naphthalen-1-ylmethylcarbamoyl)pyrimidine-2-carboxamido)acetic acid). The yield is 78.5%. As a reaction SMILES: C([O:3][C:4](=[O:30])[CH2:5][NH:6][C:7]([C:9]1[N:14]=[C:13]([OH:15])[C:12]([C:16](=[O:29])[NH:17][CH2:18][C:19]2[C:28]3[C:23](=[CH:24][CH:25]=[CH:26][CH:27]=3)[CH:22]=[CH:21][CH:20]=2)=[CH:11][N:10]=1)=[O:8])C>[OH-].[K+]>[OH:15][C:13]1[C:12]([C:16](=[O:29])[NH:17][CH2:18][C:19]2[C:28]3[C:23](=[CH:24][CH:25]=[CH:26][CH:27]=3)[CH:22]=[CH:21][CH:20]=2)=[CH:11][N:10]=[C:9]([C:7]([NH:6][CH2:5][C:4]([OH:30])=[O:3])=[O:8])[N:14]=1 |f:1.2|. Reported procedure: Compound 2-20 (300 mg, 0.67 mmol) was added to a 10% KOH solution (30 mL) and stirred at 50° C. for 30 min, then cooled to room temperature, washed with DCM (30 mL×2). The aqueous phase was acidified with 5% HCl to pH 23 and filtrated and dried to afford compound 2-21 as a white solid (200 mg, 79%). 1H NMR (300 MHz, DMSO-d6): δ 3.92-3.94 (d, J=6.0 Hz, 2H), 5.0-5.01 (d, J=3.0 Hz, 2H), 7.48-7.54 (m, 4H), 7.55-7.57 (m, 3H), 8.44 (br s, 1H), 9.40 (m, 1H), 9.93 (br s, 1H), 12.80 (br s, 1H), 13.56 (br... Reactants: CC(=O)O, [Cl-], Cl, O=N[O-], CCN(CC)S(=O)(=O)c1ccccc1N, [Na+], O=S=O, O. The product is CCN(CC)S(=O)(=O)c1ccccc1S(N)(=O)=O. RXN SMILES: [CH3:25][C:26](=[O:27])[OH:28].[Cl-:20].[ClH:24].[N:16]([O-:17])=[O:18].[NH2:1][c:2]1[c:3]([S:8](=[O:9])(=[O:10])[N:11]([CH2:12][CH3:13])[CH2:14][CH3:15])[cH:4][cH:5][cH:6][cH:7]1.[Na+:19].[O:21]=[S:22]=[O:23].[OH2:29]>>[c:2]1([S:22]([NH2:16])(=[O:21])=[O:23])[c:3]([S:8](=[O:9])(=[O:10])[N:11]([CH2:12][CH3:13])[CH2:14][CH3:15])[cH:4][cH:5][cH:6][cH:7]1.